This data is from the Open Reaction Database (ORD), a public repository of structured organic reaction records. The task is: describe an organic reaction: reactants, conditions, products, and yield The reactants are Cl.C(C)ON (Ethoxyamine hydrochloride), ClC1=C(C=NC2=CC=CC=C12)NC(CCC)=O (N-(4-chloroquinolin-3-yl)butyramide). Run in C(C)O (ethanol). Yields the product C(C)ON1C(=NC=2C=NC=3C=CC=CC3C21)CCC (1-ethoxy-2-propyl-1H-imidazo[4,5-c]quinoline). Yield: 93.8%. As a reaction SMILES: Cl.[CH2:2]([O:4][NH2:5])[CH3:3].Cl[C:7]1[C:16]2[C:11](=[CH:12][CH:13]=[CH:14][CH:15]=2)[N:10]=[CH:9][C:8]=1[NH:17][C:18](=O)[CH2:19][CH2:20][CH3:21]>C(O)C>[CH2:2]([O:4][N:5]1[C:7]2[C:16]3[CH:15]=[CH:14][CH:13]=[CH:12][C:11]=3[N:10]=[CH:9][C:8]=2[N:17]=[C:18]1[CH2:19][CH2:20][CH3:21])[CH3:3] |f:0.1|. Procedure details: Ethoxyamine hydrochloride (2.34 g, 2.0 eq) was added to a solution of N-(4-chloroquinolin-3-yl)butyramide (3.0 g, 1.0 eq) in ethanol (75 mL). The reaction mixture was heated at reflux for 3 hours, cooled to ambient temperature, and then concentrated under reduced pressure. The residue was partitioned between dichloromethane and aqueous saturated sodium bicarbonate. The organic layer was separated and concentrated under reduced pressure to provide 2.89 g of 1-ethoxy-2-propyl-1H-imidazo[4,5-c]quin...